Task: describe an organic reaction: reactants, conditions, products, and yield. Dataset: the Open Reaction Database (ORD), a public repository of structured organic reaction records The reactants are CC(=O)O[BH-](OC(C)=O)OC(C)=O, CO, Cl, O=Cc1ccc(C(F)(F)F)cc1, CC(C)(C)OC(=O)NCc1cccc(CN)c1, [Na+]. Product: CC(C)(C)OC(=O)NCc1cccc(CNCc2ccc(C(F)(F)F)cc2)c1. Reaction SMILES: [C:32]([O:33][BH-:34]([O:35][C:36](=[O:37])[CH3:38])[O:39][C:40](=[O:41])[CH3:42])(=[O:43])[CH3:44].[CH3:18][OH:19].[ClH:46].[F:20][C:21]([c:22]1[cH:23][cH:24][c:25]([CH:26]=[O:27])[cH:28][cH:29]1)([F:30])[F:31].[NH2:1][CH2:2][c:3]1[cH:4][c:5]([CH2:6][NH:7][C:8]([O:9][C:10]([CH3:11])([CH3:12])[CH3:13])=[O:14])[cH:15][cH:16][cH:17]1.[Na+:45]>>[NH:1]([CH2:2][c:3]1[cH:4][c:5]([CH2:6][NH:7][C:8]([O:9][C:10]([CH3:11])([CH3:12])[CH3:13])=[O:14])[cH:15][cH:16][cH:17]1)[CH2:26][c:25]1[cH:24][cH:23][c:22]([C:21]([F:20])([F:30])[F:31])[cH:29][cH:28]1. Reactants: BrC1=CC=C(C=C1)C1=NNC(C2=CC(=CC=C12)OC)=O (4-(4-bromophenyl)-7-methoxy-2H-phthalazin-1-one), P(=O)(Cl)(Cl)Cl (phosphoryl chloride). Yields the product BrC1=CC=C(C=C1)C1=NN=C(C2=CC(=CC=C12)OC)Cl (4-(4-Bromophenyl)-1-chloro-7-methoxyphthalazine). As a reaction SMILES: [Br:1][C:2]1[CH:7]=[CH:6][C:5]([C:8]2[C:17]3[C:12](=[CH:13][C:14]([O:18][CH3:19])=[CH:15][CH:16]=3)[C:11](=O)[NH:10][N:9]=2)=[CH:4][CH:3]=1.P(Cl)(Cl)([Cl:23])=O>>[Br:1][C:2]1[CH:7]=[CH:6][C:5]([C:8]2[C:17]3[C:12](=[CH:13][C:14]([O:18][CH3:19])=[CH:15][CH:16]=3)[C:11]([Cl:23])=[N:10][N:9]=2)=[CH:4][CH:3]=1. Procedure: This compound is obtained according to the procedure described in 1.3. by reacting 4-(4-bromophenyl)-7-methoxy-2H-phthalazin-1-one with phosphoryl chloride. Reactants: COc1ccc(Br)cc1CBr, C1CCOC1, Cc1sccc1C(=O)O, CO, CC(C)[N-]C(C)C, [Li+]. Yields the product COc1ccc(Br)cc1CCc1sccc1C(=O)O. As a reaction SMILES: [Br:18][c:19]1[cH:20][c:21]([CH2:27][Br:28])[c:22]([O:25][CH3:26])[cH:23][cH:24]1.[CH2:31]1[O:32][CH2:33][CH2:34][CH2:35]1.[CH3:1][c:2]1[s:3][cH:4][cH:5][c:6]1[C:7](=[O:8])[OH:9].[CH3:29][OH:30].[CH:10]([N-:11][CH:12]([CH3:13])[CH3:14])([CH3:15])[CH3:16].[Li+:17]>>[CH2:1]([c:2]1[s:3][cH:4][cH:5][c:6]1[C:7](=[O:8])[OH:9])[CH2:27][c:21]1[cH:20][c:19]([Br:18])[cH:24][cH:23][c:22]1[O:25][CH3:26]. Reactants: ClC=1C=CC(=C(C1)SCC1=C(C(=O)OC)C=CC=C1)[N+](=O)[O-] (methyl 2-(((5-chloro-2-nitrophenyl)thio)methyl)benzoate), [NH4+].[Cl-] (NH4Cl), crude product. Reagents/catalysts: [Zn] (Zn). The solvent is CO (MeOH), C1CCOC1 (THF). Yields the product NC1=C(C=C(C=C1)Cl)SCC1=C(C(=O)OC)C=CC=C1 (methyl 2-(((2-amino-5-chlorophenyl)thio)methyl)benzoate). Yield: 106.9%. Reaction SMILES: [Cl:1][C:2]1[CH:3]=[CH:4][C:5]([N+:20]([O-])=O)=[C:6]([S:8][CH2:9][C:10]2[CH:19]=[CH:18][CH:17]=[CH:16][C:11]=2[C:12]([O:14][CH3:15])=[O:13])[CH:7]=1.[NH4+].[Cl-]>CO.C1COCC1.[Zn]>[NH2:20][C:5]1[CH:4]=[CH:3][C:2]([Cl:1])=[CH:7][C:6]=1[S:8][CH2:9][C:10]1[CH:19]=[CH:18][CH:17]=[CH:16][C:11]=1[C:12]([O:14][CH3:15])=[O:13] |f:1.2|. Procedure: Following General Procedure L, the title compound (158 mg, crude) was prepared from methyl 2-(((5-chloro-2-nitrophenyl)thio)methyl)benzoate (163 mg, 0.48 mmol), Zn (780 mg, 12.0 mmol) and saturated aqueous NH4Cl (10 ml) in MeOH (5 ml) and THF (5 ml). The crude product was used in the next reaction without further purification.